Dataset: the Open Reaction Database (ORD), a public repository of structured organic reaction records. Task: describe an organic reaction: reactants, conditions, products, and yield Procedure details: Using the general method of Example 45, 2-methyl-1-(2-methylpropyl)-1H-imidazo[4,5-c]quinoline (2 g 8.4 mmol,) was reacted with 2-chloroethyl methyl ether (0.76 mL, 10 mmol) to provide the desired product. The structure was confirmed by nuclear magnetic resonance spectroscopy. The reactants are CC=1N(C2=C(C=NC=3C=CC=CC23)N1)CC(C)C (2-methyl-1-(2-methylpropyl)-1H-imidazo[4,5-c]quinoline), COCCCl (2-chloroethyl methyl ether). RXN SMILES: [CH3:1][C:2]1[N:3]([CH2:15][CH:16]([CH3:18])[CH3:17])[C:4]2[C:13]3[CH:12]=[CH:11][CH:10]=[CH:9][C:8]=3[N:7]=[CH:6][C:5]=2[N:14]=1.[CH3:19][O:20][CH2:21]CCl>>[CH3:19][O:20][CH2:21][CH2:1][C:2]1[N:3]([CH2:15][CH:16]([CH3:18])[CH3:17])[C:4]2[C:13]3[CH:12]=[CH:11][CH:10]=[CH:9][C:8]=3[N:7]=[CH:6][C:5]=2[N:14]=1. Yields the product COCCC=1N(C2=C(C=NC=3C=CC=CC23)N1)CC(C)C (2-(2-Methoxyethyl)-1-(2-methylpropyl)-1H-imidazo[4,5-c]quinoline). Reactants: C(C1=CC=CC=C1)=NN1C(N(CC1)CCC)=NC (1-benzylideneamino-2-methylimino-3-propyl-imidazolidine), I (hydroiodide), Cl (HCl). Solvent: O.O (water H2O), [Cl-] (chloride). Run at time 3 hour. The product is NN1C(N(CC1)CCC)=NC (1-Amino-2-methylimino-3-propyl-imidazolidine), Cl (hydrochloride). Reaction SMILES: C(=[N:8][N:9]1[CH2:13][CH2:12][N:11]([CH2:14][CH2:15][CH3:16])[C:10]1=[N:17][CH3:18])C1C=CC=CC=1.I.[ClH:20]>O.O.[Cl-]>[NH2:8][N:9]1[CH2:13][CH2:12][N:11]([CH2:14][CH2:15][CH3:16])[C:10]1=[N:17][CH3:18].[ClH:20] |f:3.4|. Procedure details: A mixture of 0.70 g of 1-benzylideneamino-2-methylimino-3-propyl-imidazolidine in the form of a hydroiodide in 20 ml of water H2O with 10 ml of an anion exchange resin in chloride form (Amberlite IRA-400 (Cl)R) is stirred for ca. 3 hours at room temperature, the anion exchange resin is filtrated off and the filtrate obtained is treated with 3.6 ml of 2 M HCl. Benzaldehyde is distilled off from the mixture obtained by steam distillation. From the remaining mixture the solvent is evaporated off. 1... Starting materials: Cc1cc(I)cc2c(=O)oc(-c3cc(Br)nn3-c3ncccc3Cl)nc12, CCOC(C)=O, N#C[Cu], [Cu]I, C1CCOC1. Yields the product Cc1cc(C#N)cc2c(=O)oc(-c3cc(Br)nn3-c3ncccc3Cl)nc12. Reaction SMILES: [Br:1][c:2]1[n:3][n:4](-[c:20]2[n:21][cH:22][cH:23][cH:24][c:25]2[Cl:26])[c:5](-[c:7]2[n:8][c:9]3[c:10]([c:11](=[O:13])[o:12]2)[cH:14][c:15]([I:19])[cH:16][c:17]3[CH3:18])[cH:6]1.[CH3:35][CH2:36][O:37][C:38](=[O:39])[CH3:40].[Cu:27][C:28]#[N:29].[Cu:41][I:42].[O:30]1[CH2:31][CH2:32][CH2:33][CH2:34]1>>[Br:1][c:2]1[n:3][n:4](-[c:20]2[n:21][cH:22][cH:23][cH:24][c:25]2[Cl:26])[c:5](-[c:7]2[n:8][c:9]3[c:10]([c:11](=[O:13])[o:12]2)[cH:14][c:15]([C:28]#[N:29])[cH:16][c:17]3[CH3:18])[cH:6]1. Starting materials: O=C(Cc1ccsc1)Nc1cccc(-c2nn3ccccc3c2-c2ccnc(Cl)n2)c1, ClCCl, Cl, Nc1cccc(CNC(=O)C(F)(F)F)c1. Product: O=C(Cc1ccsc1)Nc1cccc(-c2nn3ccccc3c2-c2ccnc(Nc3cccc(CNC(=O)C(F)(F)F)c3)n2)c1. Reaction SMILES: [Cl:16][c:17]1[n:18][cH:19][cH:20][c:21](-[c:23]2[c:24](-[c:32]3[cH:33][c:34]([NH:38][C:39]([CH2:40][c:41]4[cH:42][s:43][cH:44][cH:45]4)=[O:46])[cH:35][cH:36][cH:37]3)[n:25][n:26]3[c:27]2[cH:28][cH:29][cH:30][cH:31]3)[n:22]1.[Cl:48][CH2:49][Cl:50].[ClH:47].[NH2:1][c:2]1[cH:3][c:4]([CH2:8][NH:9][C:10]([C:11]([F:12])([F:13])[F:14])=[O:15])[cH:5][cH:6][cH:7]1>>[NH:1]([c:2]1[cH:3][c:4]([CH2:8][NH:9][C:10]([C:11]([F:12])([F:13])[F:14])=[O:15])[cH:5][cH:6][cH:7]1)[c:17]1[n:18][cH:19][cH:20][c:21](-[c:23]2[c:24](-[c:32]3[cH:33][c:34]([NH:38][C:39]([CH2:40][c:41]4[cH:42][s:43][cH:44][cH:45]4)=[O:46])[cH:35][cH:36][cH:37]3)[n:25][n:26]3[c:27]2[cH:28][cH:29][cH:30][cH:31]3)[n:22]1. Starting materials: Br, CO, ClC(Cl)Cl, O=C1OC(=O)c2cc3c(c4cccc1c24)COCO3. Yields the product COC1OCOc2cc3c4c(cccc4c21)C(=O)OC3=O. RXN SMILES: [Br:1].[CH3:21][OH:22].[CH:23]([Cl:24])([Cl:25])[Cl:26].[cH:2]1[cH:3][cH:4][c:5]2[c:18]3[c:9]([cH:10][c:11]4[c:16]([c:17]13)[CH2:15][O:14][CH2:13][O:12]4)[C:8](=[O:19])[O:7][C:6]2=[O:20]>>[cH:2]1[cH:3][cH:4][c:5]2[c:18]3[c:9]([cH:10][c:11]4[c:16]([c:17]13)[CH:15]([O:22][CH3:21])[O:14][CH2:13][O:12]4)[C:8](=[O:19])[O:7][C:6]2=[O:20].